Task: describe an organic reaction: reactants, conditions, products, and yield. Dataset: the Open Reaction Database (ORD), a public repository of structured organic reaction records The reactants are CC1=CSC=2N=CN=C(C21)OCC2=CC(=NO2)C2=CC=CC=C2 (5-methyl-4-((3-phenyl-isoxazol-5-yl)-methoxy-)-thieno[2,3-d]pyrimidine), Cl (hydrochloric acid). The solvent is CO (methanol). Product: Cl.CC1=CSC=2N=CN=C(C21)OCC2=CC(=NO2)C2=CC=CC=C2 (5-methyl-4-((3-phenyl-isoxazol-5-yl)-methoxy-)-thieno[2,3-d]pyrimidine hydrochloride). The yield is 72.0%. RXN SMILES: [CH3:1][C:2]1[C:10]2[C:9]([O:11][CH2:12][C:13]3[O:17][N:16]=[C:15]([C:18]4[CH:23]=[CH:22][CH:21]=[CH:20][CH:19]=4)[CH:14]=3)=[N:8][CH:7]=[N:6][C:5]=2[S:4][CH:3]=1.[ClH:24]>CO>[ClH:24].[CH3:1][C:2]1[C:10]2[C:9]([O:11][CH2:12][C:13]3[O:17][N:16]=[C:15]([C:18]4[CH:23]=[CH:22][CH:21]=[CH:20][CH:19]=4)[CH:14]=3)=[N:8][CH:7]=[N:6][C:5]=2[S:4][CH:3]=1 |f:3.4|. Reported procedure: 0.5 mmol of 5-methyl-4-((3-phenyl-isoxazol-5-yl)-methoxy-)-thieno[2,3-d]pyrimidine was added in 20 ml of 5% mixing solution of hydrochloric acid solution and methanol (V:V, 1:1). Then the mixture was dissolved under stirring with slightly heating and slowly evaporated at room temperature to afford 5-methyl-4-((3-phenyl-isoxazol-5-yl)-methoxy-)-thieno[2,3-d]pyrimidine hydrochloride as a white solid in 72% yield. Reactants: CCOc1cc(C(C)(C)C)ccc1C1=NC(C)(c2ccc(Cl)cc2)C(C)(c2ccc(Cl)cc2)N1, CC(C)C(=O)Cl. Product: CCOc1cc(C(C)(C)C)ccc1C1=NC(C)(c2ccc(Cl)cc2)C(C)(c2ccc(Cl)cc2)N1C(=O)C(C)C. RXN SMILES: [C:1]([CH3:2])([CH3:3])([CH3:4])[c:5]1[cH:6][c:7]([O:32][CH2:33][CH3:34])[c:8]([C:11]2=[N:15][C:14]([CH3:16])([c:17]3[cH:18][cH:19][c:20]([Cl:23])[cH:21][cH:22]3)[C:13]([CH3:24])([c:25]3[cH:26][cH:27][c:28]([Cl:31])[cH:29][cH:30]3)[NH:12]2)[cH:9][cH:10]1.[C:35]([CH:36]([CH3:37])[CH3:38])(=[O:39])[Cl:40]>>[C:1]([CH3:2])([CH3:3])([CH3:4])[c:5]1[cH:6][c:7]([O:32][CH2:33][CH3:34])[c:8]([C:11]2=[N:12][C:13]([CH3:24])([c:25]3[cH:26][cH:27][c:28]([Cl:31])[cH:29][cH:30]3)[C:14]([CH3:16])([c:17]3[cH:18][cH:19][c:20]([Cl:23])[cH:21][cH:22]3)[N:15]2[C:35]([CH:36]([CH3:37])[CH3:38])=[O:39])[cH:9][cH:10]1. Starting materials: [Br-], CCOC(=O)c1cc2cc(I)ccc2s1, CN(C=O)c1ccccn1, CC(C)[Mg+], ClCCl, Cl. Yields the product CCOC(=O)c1cc2cc(C=O)ccc2s1. RXN SMILES: [Br-:16].[CH2:1]([CH3:2])[O:3][C:4](=[O:5])[c:6]1[cH:7][c:8]2[c:9]([s:10]1)[cH:11][cH:12][c:13]([I:15])[cH:14]2.[CH3:21][N:22]([CH:23]=[O:24])[c:25]1[cH:26][cH:27][cH:28][cH:29][n:30]1.[CH:17]([Mg+:18])([CH3:19])[CH3:20].[Cl:32][CH2:33][Cl:34].[ClH:31]>>[CH2:1]([CH3:2])[O:3][C:4](=[O:5])[c:6]1[cH:7][c:8]2[c:9]([s:10]1)[cH:11][cH:12][c:13]([CH:23]=[O:24])[cH:14]2. Starting materials: S1C=C(C=C1)CC(=O)O (thiophen-3-acetic acid), Cl.CN(CCCN=C=NCC)C (1-(3-dimethylaminopropyl)-3-ethylcarbodiimide hydrochloride), O=C(CNC(C(=O)OC)(C)C)C (methyl 2-(2-oxopropylamino)isobutyrate). Run in ClCCl (dichloromethane), ClCCl (dichloromethane). Conditions: time 10 minute. Product: O=C(CN(C(C(=O)OC)(C)C)C(CC1=CSC=C1)=O)C (methyl 2-[N-(2-oxopropyl)thiophene-3-yl-acetylamino]isobutyrate). Yield: 41.8%. Reaction SMILES: [S:1]1[CH:5]=[CH:4][C:3]([CH2:6][C:7]([OH:9])=O)=[CH:2]1.Cl.CN(C)CCCN=C=NCC.[O:22]=[C:23]([CH3:33])[CH2:24][NH:25][C:26]([CH3:32])([CH3:31])[C:27]([O:29][CH3:30])=[O:28]>ClCCl>[O:22]=[C:23]([CH3:33])[CH2:24][N:25]([C:7](=[O:9])[CH2:6][C:3]1[CH:4]=[CH:5][S:1][CH:2]=1)[C:26]([CH3:32])([CH3:31])[C:27]([O:29][CH3:30])=[O:28] |f:1.2|. Reported procedure: To a solution of thiophen-3-acetic acid (8.7 g) in dichloromethane (70 mL) was added 1-(3-dimethylaminopropyl)-3-ethylcarbodiimide hydrochloride (11.7 g), and the mixture was stirred for 10 minutes at room temperature. To the solution was added dropwise a solution of methyl 2-(2-oxopropylamino)isobutyrate (10.6 g) in dichloromethane (10 mL) at room temperature, and the mixture was then stirred for 24 hours at room temperature. After distilling off the solvent, water was added, and then the mixtu... Starting materials: C1CCOC1, CC(C)[Mg+], [Cl-], CCCC[Sn](Cl)(CCCC)CCCC, CSc1cc(I)nc(C)n1. Product: CCCC[Sn](CCCC)(CCCC)c1cc(SC)nc(C)n1. Reaction SMILES: [CH2:30]1[O:31][CH2:32][CH2:33][CH2:34]1.[CH:12]([Mg+:13])([CH3:14])[CH3:15].[Cl-:11].[Cl:16][Sn:17]([CH2:18][CH2:19][CH2:20][CH3:21])([CH2:22][CH2:23][CH2:24][CH3:25])[CH2:26][CH2:27][CH2:28][CH3:29].[I:1][c:2]1[n:3][c:4]([CH3:10])[n:5][c:6]([S:8][CH3:9])[cH:7]1>>[c:2]1([Sn:17]([CH2:18][CH2:19][CH2:20][CH3:21])([CH2:22][CH2:23][CH2:24][CH3:25])[CH2:26][CH2:27][CH2:28][CH3:29])[n:3][c:4]([CH3:10])[n:5][c:6]([S:8][CH3:9])[cH:7]1. Starting materials: NC(C(CNC1(CC1)C1=CC(=CC=C1)CC)O)CC1=CC(=CC(=C1)F)F (3-Amino-4-(3,5-difluoro-phenyl)-1-[1-(3-ethyl-phenyl)-cyclopropylamino]-butan-2-ol), TEA, C1(CCC(=O)O1)=O (succinic anhydride). Run in C(Cl)(Cl)Cl (chloroform). Reaction conditions: time 30 minute. Yields the product FC=1C=C(C[C@@H]([C@@H](CNC2(CC2)C2=CC(=CC=C2)CC)O)NC(CCC(=O)O)=O)C=C(C1)F (4-[((1S,2R)-1-(3,5-difluorobenzyl)-3-{[1-(3-ethylphenyl)cyclopropyl]amino}-2-hydroxypropyl)amino]-4-oxobutanoic acid). RXN SMILES: [NH2:1][CH:2]([CH2:18][C:19]1[CH:24]=[C:23]([F:25])[CH:22]=[C:21]([F:26])[CH:20]=1)[CH:3]([OH:17])[CH2:4][NH:5][C:6]1([C:9]2[CH:14]=[CH:13][CH:12]=[C:11]([CH2:15][CH3:16])[CH:10]=2)[CH2:8][CH2:7]1.[C:27]1(=[O:33])[O:32][C:30](=[O:31])[CH2:29][CH2:28]1>C(Cl)(Cl)Cl>[F:26][C:21]1[CH:20]=[C:19]([CH:24]=[C:23]([F:25])[CH:22]=1)[CH2:18][C@H:2]([NH:1][C:27](=[O:33])[CH2:28][CH2:29][C:30]([OH:32])=[O:31])[C@H:3]([OH:17])[CH2:4][NH:5][C:6]1([C:9]2[CH:14]=[CH:13][CH:12]=[C:11]([CH2:15][CH3:16])[CH:10]=2)[CH2:8][CH2:7]1. Procedure: To a solution of 3-Amino-4-(3,5-difluoro-phenyl)-1-[1-(3-ethyl-phenyl)-cyclopropylamino]-butan-2-ol (0.500 g, 1.387 mmol) in chloroform (7 ml) was added TEA (0.58 ml, 4.161 mmol) with stirring under nitrogen for 30 min. To this solution was added succinic anhydride (0.138 g, 1.387 mmol) and reaction was stirred overnight at 50° C. The next morning reaction mixture was concentrated in vacuo, yielding the product. (ES+: 461.2)